This data is from the Open Reaction Database (ORD), a public repository of structured organic reaction records. The task is: describe an organic reaction: reactants, conditions, products, and yield Starting materials: O=C([O-])[O-], CCOC(=O)N1CCNCC1, CCOCC, CCCCCCCCCCOS(C)(=O)=O, CCO, [K+], [K+], O. Yields the product CCCCCCCCCCN1CCN(C(=O)OCC)CC1. Reaction SMILES: [C:30](=[O:31])([O-:32])[O-:33].[CH2:16]([CH3:17])[O:18][C:19](=[O:20])[N:21]1[CH2:22][CH2:23][NH:24][CH2:25][CH2:26]1.[CH2:37]([O:38][CH2:39][CH3:40])[CH3:41].[CH3:1][S:2]([O:3][CH2:6][CH2:7][CH2:8][CH2:9][CH2:10][CH2:11][CH2:12][CH2:13][CH2:14][CH3:15])(=[O:4])=[O:5].[CH3:27][CH2:28][OH:29].[K+:34].[K+:35].[OH2:36]>>[CH2:6]([CH2:7][CH2:8][CH2:9][CH2:10][CH2:11][CH2:12][CH2:13][CH2:14][CH3:15])[N:24]1[CH2:23][CH2:22][N:21]([C:19]([O:18][CH2:16][CH3:17])=[O:20])[CH2:26][CH2:25]1. Starting materials: C1(=CC=CC=C1)C[C@H](C(=O)O)O (3-phenyl-D-lactic acid), O1CCCC=C1 (dihydropyran), C(C)#N (acetonitrile). The product is C1(CCCCC1)[NH3+].O1C(CCCC1)OC([C@H](O)CC1=CC=CC=C1)=O (O-Tetrahydropyranyl-3-phenyl-D-lactic acid cyclohexylammonium salt). RXN SMILES: [C:1]1([CH2:7][C@@H:8]([OH:12])[C:9]([OH:11])=[O:10])[CH:6]=[CH:5][CH:4]=[CH:3][CH:2]=1.[O:13]1[CH:18]=[CH:17][CH2:16][CH2:15][CH2:14]1.C(#[N:21])C>>[CH:1]1([NH3+:21])[CH2:6][CH2:5][CH2:4][CH2:3][CH2:2]1.[O:13]1[CH2:18][CH2:17][CH2:16][CH2:15][CH:14]1[O:10][C:9](=[O:11])[C@@H:8]([CH2:7][C:1]1[CH:6]=[CH:5][CH:4]=[CH:3][CH:2]=1)[OH:12] |f:3.4|. Procedure details: 6.64 g (40 mmole) of 3-phenyl-D-lactic acid and 3.7 g (44 mmole) of dihydropyran are reacted in acetonitrile according to the method of Obrecht and Heimgartner [Helv. Chim. Acta 67, 526 (1984)]. The reaction mixture is evaporated at 20-25 millibar from a water bath at about 40° C. The residue is dissolved in 20 ml of dichloromethane, washed with water, dried over sodium sulfate and repeatedly evaporated. The obtained O-tetrahydropyranyl-3-phenyl-D-lactic acid is dissolved in diethyl ether and co...